This data is from the Open Reaction Database (ORD), a public repository of structured organic reaction records. The task is: describe an organic reaction: reactants, conditions, products, and yield The reactants are BrCCCCCBr, CCc1cc(Br)cc(CC)c1CN, O=C([O-])[O-], [K+], [K+], C1COCCO1. The product is CCc1cc(Br)cc(CC)c1CN1CCCCC1. Reaction SMILES: [Br:14][CH2:15][CH2:16][CH2:17][CH2:18][CH2:19][Br:20].[Br:1][c:2]1[cH:3][c:4]([CH2:12][CH3:13])[c:5]([CH2:6][NH2:7])[c:8]([CH2:10][CH3:11])[cH:9]1.[C:21](=[O:22])([O-:23])[O-:24].[K+:25].[K+:26].[O:27]1[CH2:28][CH2:29][O:30][CH2:31][CH2:32]1>>[Br:1][c:2]1[cH:3][c:4]([CH2:12][CH3:13])[c:5]([CH2:6][N:7]2[CH2:15][CH2:16][CH2:17][CH2:18][CH2:19]2)[c:8]([CH2:10][CH3:11])[cH:9]1. Starting materials: CCOC(=O)CP(=O)(OCC)OCC, O=Cc1cn(Cc2ccc(OCc3ccccc3)cc2)cc1-c1ccccc1, CN(C)C=O, Cl, [H-], [Na+]. Yields the product CCOC(=O)C=Cc1cn(Cc2ccc(OCc3ccccc3)cc2)cc1-c1ccccc1. RXN SMILES: [CH2:31]([O:32][P:33]([O:34][CH2:35][CH3:36])(=[O:37])[CH2:39][C:40](=[O:41])[O:42][CH2:43][CH3:44])[CH3:38].[CH2:3]([c:4]1[cH:5][cH:6][cH:7][cH:8][cH:9]1)[O:10][c:11]1[cH:12][cH:13][c:14]([CH2:15][n:16]2[cH:17][c:18]([CH:27]=[O:28])[c:19](-[c:21]3[cH:22][cH:23][cH:24][cH:25][cH:26]3)[cH:20]2)[cH:29][cH:30]1.[CH3:46][N:47]([CH3:48])[CH:49]=[O:50].[ClH:45].[H-:1].[Na+:2]>>[CH2:3]([c:4]1[cH:5][cH:6][cH:7][cH:8][cH:9]1)[O:10][c:11]1[cH:12][cH:13][c:14]([CH2:15][n:16]2[cH:17][c:18]([CH:27]=[CH:39][C:40](=[O:41])[O:42][CH2:43][CH3:44])[c:19](-[c:21]3[cH:22][cH:23][cH:24][cH:25][cH:26]3)[cH:20]2)[cH:29][cH:30]1. Reactants: C=CCN(C(=O)OCc1ccccc1)c1cnc2n(c1=O)C(C(=O)N(C(=O)OC(C)(C)C)c1ccccc1)CC2(C)CC(=O)OC(C)(C)C, C=CCN(C(=O)OCc1ccccc1)c1cnc2n(c1=O)C(C(=O)O)CC2(C)N=[N+]=[N-]. Yields the product C=CCN(C(=O)OCc1ccccc1)c1cnc2n(c1=O)C(C(=O)O)CC2(C)CC(=O)OC(C)(C)C. RXN SMILES: [C:32]([CH3:33])([CH3:34])([CH3:35])[O:36][C:37]([CH2:38][C:39]1([CH3:40])[c:41]2[n:42][cH:43][c:44]([N:45]([CH2:46][CH:47]=[CH2:48])[C:49]([O:50][CH2:51][c:52]3[cH:53][cH:54][cH:55][cH:56][cH:57]3)=[O:58])[c:59](=[O:60])[n:61]2[CH:62]([C:63]([N:64]([C:65]([O:66][C:67]([CH3:68])([CH3:69])[CH3:70])=[O:71])[c:72]2[cH:73][cH:74][cH:75][cH:76][cH:77]2)=[O:78])[CH2:79]1)=[O:80].[CH2:1]([CH:2]=[CH2:3])[N:4]([c:5]1[cH:6][n:7][c:8]2[n:9]([c:10]1=[O:11])[CH:12]([C:19](=[O:20])[OH:21])[CH2:13][C:14]2([CH3:15])[N:16]=[N+:17]=[N-:18])[C:22](=[O:23])[O:24][CH2:25][c:26]1[cH:27][cH:28][cH:29][cH:30][cH:31]1>>[CH2:1]([CH:2]=[CH2:3])[N:4]([c:5]1[cH:6][n:7][c:8]2[n:9]([c:10]1=[O:11])[CH:12]([C:19](=[O:20])[OH:21])[CH2:13][C:14]2([CH3:15])[CH2:38][C:37]([O:36][C:32]([CH3:33])([CH3:34])[CH3:35])=[O:80])[C:22](=[O:23])[O:24][CH2:25][c:26]1[cH:27][cH:28][cH:29][cH:30][cH:31]1. The reactants are Cl (hydrochloric acid), C(C)(C)(C)OC(NC1CC(CCC1)(O)CN1N=CC2=CC=CC=C12)=O (tert-butyl-3-((1H-indazol-1-yl)methyl)-3-hydroxycyclohexylcarbamate). Solvent: O1CCOCC1 (dioxane). Reaction conditions: time 30 minute. The product is N1(N=CC2=CC=CC=C12)CC1(C[C@@H](CCC1)N)O ((3R)-1-((1H-indazol-1-yl)methyl)-3-aminocyclohexanol). Reaction SMILES: Cl.C(OC(=O)[NH:8][CH:9]1[CH2:14][CH2:13][CH2:12][C:11]([CH2:16][N:17]2[C:25]3[C:20](=[CH:21][CH:22]=[CH:23][CH:24]=3)[CH:19]=[N:18]2)([OH:15])[CH2:10]1)(C)(C)C>O1CCOCC1>[N:17]1([CH2:16][C:11]2([OH:15])[CH2:12][CH2:13][CH2:14][C@@H:9]([NH2:8])[CH2:10]2)[C:25]2[C:20](=[CH:21][CH:22]=[CH:23][CH:24]=2)[CH:19]=[N:18]1. Procedure: In a flask, hydrochloric acid in dioxane (4M, 2 mL) was added to tert-butyl-3-((1H-indazol-1-yl)methyl)-3-hydroxycyclohexylcarbamate (50 mg), and the reaction was stirred for 30 minutes. The resulting solution was concentrated in vacuo. The crude product was progressed to the next step without further purification. Starting materials: B(F)(F)F.CCOCC (Boron trifluoride etherate), C(CC(C)C)OC1=CC=C(C=C1)CC(=O)O ([4-(isopentyloxy)phenyl]acetic acid), C(CC(C)C)OC1=CC=C(C=C1)CC(=O)O ([4-(isopentyloxy)phenyl]acetic acid), C(C)(C)(C)OC(C(Cl)(Cl)Cl)=N (t-butyltrichloroacetimidate). Run in C1CCOC1 (THF). Reaction conditions: time 16 hour. Yields the product C(CC(C)C)OC1=CC=C(C=C1)CC(=O)OC(C)(C)C (tert-Butyl [4-(isopentyloxy)phenyl]acetate). The yield is 41.7%. RXN SMILES: B(F)(F)F.CCOCC.[CH2:10]([O:15][C:16]1[CH:21]=[CH:20][C:19]([CH2:22][C:23]([OH:25])=[O:24])=[CH:18][CH:17]=1)[CH2:11][CH:12]([CH3:14])[CH3:13].[C:26](OC(=N)C(Cl)(Cl)Cl)([CH3:29])([CH3:28])[CH3:27]>C1COCC1>[CH2:10]([O:15][C:16]1[CH:17]=[CH:18][C:19]([CH2:22][C:23]([O:25][C:26]([CH3:29])([CH3:28])[CH3:27])=[O:24])=[CH:20][CH:21]=1)[CH2:11][CH:12]([CH3:14])[CH3:13] |f:0.1|. Procedure: Boron trifluoride etherate (0.65 mL) was added in one portion to a stirred solution of [4-(isopentyloxy)phenyl]acetic acid (crude from preparation of intermediate 11; 7.31 g, 32.9 mmol) and t-butyltrichloroacetimidate (14.4 g, 11.8 mL, 65.8 mmol) in THF (70 mL) at room temperature under nitrogen. The resulting solution was stirred for 16 h then quenched with saturated aqueous sodium hydrogen carbonate solution (50 mL). The resulting suspension was extracted with ethyl acetate (3×50 mL) then the ... Starting materials: C1(CCC(=O)O1)=O (Succinic anhydride), C(C)(C)(C)OC(NC1=CC(=CC=C1)C(NO)=N)=O ([3-(N-hydroxycarbamimidoyl)-phenyl]-carbamic acid tert-butyl ester). The solvent is CN(C)C=O (DMF). Run at temperature 120 celsius. Yields the product C(C)(C)(C)OC(=O)NC=1C=C(C=CC1)C1=NOC(=N1)CCC(=O)O (3-[3-(3-tert-butoxycarbonylamino-phenyl)-[1,2,4]oxadiazol-5-yl]-propionic acid). RXN SMILES: [C:1]1(=[O:7])[O:6][C:4](=[O:5])[CH2:3][CH2:2]1.[C:8]([O:12][C:13](=[O:25])[NH:14][C:15]1[CH:20]=[CH:19][CH:18]=[C:17]([C:21](=[NH:24])[NH:22]O)[CH:16]=1)([CH3:11])([CH3:10])[CH3:9]>CN(C=O)C>[C:8]([O:12][C:13]([NH:14][C:15]1[CH:16]=[C:17]([C:21]2[N:24]=[C:4]([CH2:3][CH2:2][C:1]([OH:6])=[O:7])[O:5][N:22]=2)[CH:18]=[CH:19][CH:20]=1)=[O:25])([CH3:11])([CH3:9])[CH3:10]. Procedure details: Succinic anhydride (14 mg, 0.14 mmol) and [3-(N-hydroxycarbamimidoyl)-phenyl]-carbamic acid tert-butyl ester (35 mg, 0.14 mmol) were dissolved in 0.25 mL DMF and heated at 120° C. for 2 h. The cooled solution was evaporated and dried to yield 3-[3-(3-tert-butoxycarbonylamino-phenyl)-[1,2,4]oxadiazol-5-yl]-propionic acid which was used without further purification. The reactants are ClC(Cl)(Cl)Cl, CN(C)C=O, O=S(=O)(c1ccc(Cl)cc1)C(c1ccc(CO)cn1)c1cc(F)ccc1F, [N-]=[N+]=[N-], [Na+], O, c1ccc(P(c2ccccc2)c2ccccc2)cc1. Yields the product [N-]=[N+]=NCc1ccc(C(c2cc(F)ccc2F)S(=O)(=O)c2ccc(Cl)cc2)nc1. Reaction SMILES: [C:52]([Cl:53])([Cl:54])([Cl:55])[Cl:56].[CH3:57][N:58]([CH3:59])[CH:60]=[O:61].[Cl:1][c:2]1[cH:3][cH:4][c:5]([S:8](=[O:9])(=[O:10])[CH:11]([c:12]2[n:13][cH:14][c:15]([CH2:18][OH:19])[cH:16][cH:17]2)[c:20]2[c:21]([F:27])[cH:22][cH:23][c:24]([F:26])[cH:25]2)[cH:6][cH:7]1.[N-:29]=[N+:30]=[N-:31].[Na+:28].[OH2:51].[c:32]1([P:33]([c:34]2[cH:35][cH:36][cH:37][cH:38][cH:39]2)[c:40]2[cH:41][cH:42][cH:43][cH:44][cH:45]2)[cH:46][cH:47][cH:48][cH:49][cH:50]1>>[Cl:1][c:2]1[cH:3][cH:4][c:5]([S:8](=[O:9])(=[O:10])[CH:11]([c:12]2[n:13][cH:14][c:15]([CH2:18][N:29]=[N+:30]=[N-:31])[cH:16][cH:17]2)[c:20]2[c:21]([F:27])[cH:22][cH:23][c:24]([F:26])[cH:25]2)[cH:6][cH:7]1. The reactants are C(C)S(=O)(=O)Cl (ethanesulfonyl chloride), Cl.Cl.NC1=CC=C(C=C1)C1=CC=C(C=C1)NC(=O)[C@H]1CN2CCC1CC2 ((3R)—N-(4′-aminobiphenyl-4-yl)quinuclidine-3-carboxamide dihydrochloride). Run in CN(C)C=O (DMF). Conditions: time 18 hour. Product: Cl.C(C)S(=O)(=O)NC1=CC=C(C=C1)C1=CC=C(C=C1)NC(=O)[C@H]1CN2CCC1CC2 ((3R)—N-{4′-[(Ethylsulfonyl)amino]biphenyl-4-yl}quinuclidine-3-carboxamide hydrochloride). Reaction SMILES: [CH2:1]([S:3]([Cl:6])(=[O:5])=[O:4])[CH3:2].Cl.Cl.[NH2:9][C:10]1[CH:15]=[CH:14][C:13]([C:16]2[CH:21]=[CH:20][C:19]([NH:22][C:23]([C@@H:25]3[CH:30]4[CH2:31][CH2:32][N:27]([CH2:28][CH2:29]4)[CH2:26]3)=[O:24])=[CH:18][CH:17]=2)=[CH:12][CH:11]=1>CN(C=O)C>[ClH:6].[CH2:1]([S:3]([NH:9][C:10]1[CH:15]=[CH:14][C:13]([C:16]2[CH:17]=[CH:18][C:19]([NH:22][C:23]([C@@H:25]3[CH:30]4[CH2:29][CH2:28][N:27]([CH2:32][CH2:31]4)[CH2:26]3)=[O:24])=[CH:20][CH:21]=2)=[CH:12][CH:11]=1)(=[O:5])=[O:4])[CH3:2] |f:1.2.3,5.6|. Procedure: 39.1 mg (0.30 mmol) of ethanesulfonyl chloride and 84.8 μl (0.61 mmol) of tiethylamine are added to a solution of 60 mg (0.15 mmol) of ((3R)—N-(4′-aminobiphenyl-4-yl)quinuclidine-3-carboxamide dihydrochloride (Example 7A) in 0.5 ml of DMF. After 18 h at room temperature, the reaction mixture is purified by preparative HPLC. The product fractions are concentrated, mixed with 2 ml of a 1:1 mixture of acetonitrile and 1 N hydrochloric acid, again concentrated and dried under high vacuum. 26 mg (35.... Reactants: NC1=NC=NC(=C1C=O)Cl (4-amino-6-chloro-pyrimidine-5-carbaldehyde), 1a, NC1=C(C=C(C=C1)O)Cl (4-amino-3-chloro-phenol), 10a. As a reaction SMILES: [NH2:1][C:2]1[C:7]([CH:8]=[O:9])=[C:6](Cl)[N:5]=[CH:4][N:3]=1.[NH2:11][C:12]1[CH:17]=[CH:16][C:15]([OH:18])=[CH:14][C:13]=1[Cl:19]>>[NH2:1][C:2]1[C:7]([CH:8]=[O:9])=[C:6]([O:18][C:15]2[CH:16]=[CH:17][C:12]([NH2:11])=[C:13]([Cl:19])[CH:14]=2)[N:5]=[CH:4][N:3]=1. Product: NC1=NC=NC(=C1C=O)OC1=CC(=C(C=C1)N)Cl (4-amino-6-(4-amino-3-chloro-phenoxy)-pyrimidine-5-carbaldehyde), 26a. Procedure: Using the procedure for Example 1, 4-amino-6-chloro-pyrimidine-5-carbaldehyde Compound 1a was reacted with 4-amino-3-chloro-phenol Compound 10a to provide 4-amino-6-(4-amino-3-chloro-phenoxy)-pyrimidine-5-carbaldehyde Compound 26a.